Task: describe an organic reaction: reactants, conditions, products, and yield. Dataset: the Open Reaction Database (ORD), a public repository of structured organic reaction records Starting materials: COC(=O)C1CC(S(=O)(=O)c2ccccc2C(F)(F)F)CN1c1cc(C)nn1C1CCCCC1, COC(=O)C1CC(S(=O)(=O)c2ccccc2C(F)(F)F)CN1c1cc(C)nn1C1CCCCC1, Cc1cc(N2CC(S(=O)(=O)c3ccccc3C(F)(F)F)CC2C(=O)O)n(C2CCCCC2)n1, [Li+], [OH-]. Product: Cc1cc(N2CC(S(=O)(=O)c3ccccc3C(F)(F)F)CC2C(=O)O)n(C2CCCCC2)n1. Reaction SMILES: [CH3:1][O:2][C:3](=[O:4])[CH:5]1[N:6]([c:23]2[n:24]([CH:29]3[CH2:30][CH2:31][CH2:32][CH2:33][CH2:34]3)[n:25][c:26]([CH3:28])[cH:27]2)[CH2:7][CH:8]([S:10](=[O:11])(=[O:12])[c:13]2[c:14]([C:19]([F:20])([F:21])[F:22])[cH:15][cH:16][cH:17][cH:18]2)[CH2:9]1.[CH3:35][O:36][C:37]([CH:38]1[CH2:39][CH:40]([S:41]([c:42]2[cH:43][cH:44][cH:45][cH:46][c:47]2[C:48]([F:49])([F:50])[F:51])(=[O:52])=[O:53])[CH2:54][N:55]1[c:56]1[n:57]([CH:58]2[CH2:59][CH2:60][CH2:61][CH2:62][CH2:63]2)[n:64][c:65]([CH3:66])[cH:67]1)=[O:68].[CH:71]1([n:72]2[c:73]([N:74]3[CH2:75][CH:76]([S:77]([c:78]4[cH:79][cH:80][cH:81][cH:82][c:83]4[C:84]([F:85])([F:86])[F:87])(=[O:88])=[O:89])[CH2:90][CH:91]3[C:92]([OH:93])=[O:94])[cH:95][c:96]([CH3:97])[n:98]2)[CH2:99][CH2:100][CH2:101][CH2:102][CH2:103]1.[Li+:69].[OH-:70]>>[O:2]=[C:3]([OH:4])[CH:5]1[N:6]([c:23]2[n:24]([CH:29]3[CH2:30][CH2:31][CH2:32][CH2:33][CH2:34]3)[n:25][c:26]([CH3:28])[cH:27]2)[CH2:7][CH:8]([S:10](=[O:11])(=[O:12])[c:13]2[c:14]([C:19]([F:20])([F:21])[F:22])[cH:15][cH:16][cH:17][cH:18]2)[CH2:9]1. Starting materials: C(=O)(O)CC1CCC(CC1)=O (4-carboxymethylcyclohexanone), C(CO)O (ethylene glycol), C1=CC=CC=C1 (benzene). The solvent is O (water). Conditions: time 8 hour. Product: O1CCOC12CCC(CC2)CO ((1,4-dioxaspiro[4.5]dec-8-yl)-methanol). RXN SMILES: [C:1](CC1CCC(=O)CC1)(O)=[O:2].[CH2:12]([OH:15])[CH2:13][OH:14].[CH:16]1[CH:21]=[CH:20][CH:19]=[CH:18][CH:17]=1>O>[O:14]1[C:16]2([CH2:21][CH2:20][CH:19]([CH2:1][OH:2])[CH2:18][CH2:17]2)[O:15][CH2:12][CH2:13]1. Procedure: A mixture of 4-carboxymethylcyclohexanone (21 g), ethylene glycol (19 g) and benzene (250 mL) was heated at reflux for 20 h with Dean Stark azeotropic removal of water. After cooling the solution was washed with sodium bicarbonate solution, dried over magnesium sulphate and concentrated. The crude ketal was then taken up in diethyl ether (250 mL) and lithium aluminium hydride (7 g) was added. The mixture was stirred overnight and then water (20 mL), 10% sodium hydroxide (30 mL) and water (30 mL)... Reactants: CN(C)C=O, Cc1nc(N)nc(N)c1I, CCCC[Sn](C=CC(=O)c1ccc(Cl)cc1)(CCCC)CCCC, c1coc(P(c2ccco2)c2ccco2)c1. The product is Cc1nc(N)nc(N)c1C=CC(=O)c1ccc(Cl)cc1. As a reaction SMILES: [CH3:51][N:52]([CH3:53])[CH:54]=[O:55].[NH2:25][c:26]1[n:27][c:28]([CH3:34])[c:29]([I:33])[c:30]([NH2:32])[n:31]1.[O:1]=[C:2]([CH:3]=[CH:4][Sn:5]([CH2:6][CH2:7][CH2:8][CH3:9])([CH2:10][CH2:11][CH2:12][CH3:13])[CH2:14][CH2:15][CH2:16][CH3:17])[c:18]1[cH:19][cH:20][c:21]([Cl:24])[cH:22][cH:23]1.[o:35]1[cH:36][cH:37][cH:38][c:39]1[P:40]([c:41]1[o:42][cH:43][cH:44][cH:45]1)[c:46]1[o:47][cH:48][cH:49][cH:50]1>>[O:1]=[C:2]([CH:3]=[CH:4][c:29]1[c:28]([CH3:34])[n:27][c:26]([NH2:25])[n:31][c:30]1[NH2:32])[c:18]1[cH:19][cH:20][c:21]([Cl:24])[cH:22][cH:23]1. Reactants: C[O-].[Na+] (sodium methoxide), ON=C([C@H]1[C@@H](C1)C1=CC=CC=C1)Cl (trans-N-hydroxy-2-phenylcyclopropanecarbimidoyl chloride), C1(CC1)C(CC(=O)OC)=O (methyl 3-cyclopropyl-3-oxopropanoate). Run in CO (MeOH), CO (methanol), CO (methanol). Yields the product C1(CC1)C1=C(C(=NO1)C1C(C1)C1=CC=CC=C1)C(=O)O (5-cyclopropyl-3-(2-phenylcyclopropyl)isoxazole-4-carboxylic acid). As a reaction SMILES: [CH:1]1([C:4](=[O:10])[CH2:5][C:6]([O:8]C)=[O:7])[CH2:3][CH2:2]1.C[O-].[Na+].O[N:15]=[C:16](Cl)[C@@H:17]1[CH2:19][C@H:18]1[C:20]1[CH:25]=[CH:24][CH:23]=[CH:22][CH:21]=1>CO>[CH:1]1([C:4]2[O:10][N:15]=[C:16]([CH:17]3[CH2:19][CH:18]3[C:20]3[CH:25]=[CH:24][CH:23]=[CH:22][CH:21]=3)[C:5]=2[C:6]([OH:8])=[O:7])[CH2:3][CH2:2]1 |f:1.2|. Reported procedure: A solution of methyl 3-cyclopropyl-3-oxopropanoate (0.36 mL, 2.9 mmol) in methanol (8 mL) was cooled to 0°C. and treated with sodium methoxide (0.76 mL of a 25% wt. solution in MeOH). After stirring fo(20 minutes, trans-N-hydroxy-2-phenylcyclopropanecarbimidoyl chloride rac-I-6D (0.57 g, 2.9 mmol) in methanol (0.5 mL) was added dropwise. The reaction mixture was warmed to rt and stirred fo(1 h. The reaction was concentrated in vacuo, diluted with water and extracted with dichloromethane. The aqu... Reactants: ClC=1C=C2N=C(C(=NC2=CC1Cl)S)C(C)C (6,7-dichloro-3-isopropylquinoxaline-2-thiol), C([O-])([O-])=O.[K+].[K+] (potassium carbonate), BrCCC(=O)OCC (ethyl 3-bromopropionate). Solvent: CN(C)C=O (DMF). Run at time 4 day. Yields the product C(C)OC(CCSC1=NC2=CC(=C(C=C2N=C1C(C)C)Cl)Cl)=O (3-(6,7-Dichloro-3-isopropylquinoxalin-2-ylsulfanyl)propionic Acid Ethyl Ester). Reaction SMILES: [Cl:1][C:2]1[CH:3]=[C:4]2[C:9](=[CH:10][C:11]=1[Cl:12])[N:8]=[C:7]([SH:13])[C:6]([CH:14]([CH3:16])[CH3:15])=[N:5]2.C(=O)([O-])[O-].[K+].[K+].Br[CH2:24][CH2:25][C:26]([O:28][CH2:29][CH3:30])=[O:27]>CN(C=O)C>[CH2:29]([O:28][C:26](=[O:27])[CH2:25][CH2:24][S:13][C:7]1[C:6]([CH:14]([CH3:16])[CH3:15])=[N:5][C:4]2[C:9](=[CH:10][C:11]([Cl:12])=[C:2]([Cl:1])[CH:3]=2)[N:8]=1)[CH3:30] |f:1.2.3|. Procedure: To a solution of 6,7-dichloro-3-isopropylquinoxaline-2-thiol (36 mg, 0.13 mmol) in DMF was added potassium carbonate (55 mg, 0.40 mmol) followed by ethyl 3-bromopropionate (0.02 ml, 0.16 mmol). The reaction was stirred at room temperature for 4 days. Purification by flash column chromatography using ethyl acetate:hexanes 1:40 afforded the title compound. Reactants: CC(C)(C)OC(=O)N1CCN(C2CCCN(Cc3ccccc3)C2)CC1, ClCCl, O=C(O)C(F)(F)F. Product: c1ccc(CN2CCCC(N3CCNCC3)C2)cc1. RXN SMILES: [C:8]([O:9][C:10](=[O:11])[N:15]1[CH2:16][CH2:17][N:18]([CH:21]2[CH2:22][N:23]([CH2:27][c:28]3[cH:29][cH:30][cH:31][cH:32][cH:33]3)[CH2:24][CH2:25][CH2:26]2)[CH2:19][CH2:20]1)([CH3:12])([CH3:13])[CH3:14].[Cl:34][CH2:35][Cl:36].[F:1][C:2]([F:3])([F:4])[C:5]([OH:6])=[O:7]>>[NH:15]1[CH2:16][CH2:17][N:18]([CH:21]2[CH2:22][N:23]([CH2:27][c:28]3[cH:29][cH:30][cH:31][cH:32][cH:33]3)[CH2:24][CH2:25][CH2:26]2)[CH2:19][CH2:20]1. Starting materials: COC(=O)C1=CC=C(C=2OC(=CC21)CBr)OC (Methyl-2-bromomethyl-7-methoxybenzo[b]furan-4-carboxylate), C([O-])([O-])=O.[Na+].[Na+] (sodium carbonate). The solvent is O (water), CS(=O)C (dimethyl sulfoxide). Conditions: time 2.5 hour. The product is COC(=O)C1=CC=C(C=2OC(=CC21)C=O)OC (Methyl-2-formyl-7-methoxybenzo[b]furan-4-carboxylate). Yield: 90.7%. Reaction SMILES: [CH3:1][O:2][C:3]([C:5]1[C:13]2[CH:12]=[C:11]([CH2:14]Br)[O:10][C:9]=2[C:8]([O:16][CH3:17])=[CH:7][CH:6]=1)=[O:4].C(=O)([O-])[O-:19].[Na+].[Na+]>CS(C)=O.O>[CH3:1][O:2][C:3]([C:5]1[C:13]2[CH:12]=[C:11]([CH:14]=[O:19])[O:10][C:9]=2[C:8]([O:16][CH3:17])=[CH:7][CH:6]=1)=[O:4] |f:1.2.3|. Procedure details: To a well stirred solution of Methyl-2-bromomethyl-7-methoxybenzo[b]furan-4-carboxylate (step 6) (3.1 g, 10.36 mmol) in dimethyl sulfoxide (30.0 mL) was added powdered sodium carbonate (1.64 g, 15.55 mmol) at 90-95° C. and stirred for 2-3 hours. Reaction mixture was cooled to room temperature and diluted with water (300 mL) and extracted with ethyl acetate (3×100 mL). The combined organic layers were washed with water (2×50 mL) and dried over anhydrous sodium sulfate. Removal of solvent gave cru... Starting materials: [OH-].[Na+] (sodium hydroxide), FC1=CC=C(N)C=C1 (4-fluoroaniline), O1CCC(CC1)=O (tetrahydro-4H-pyran-4-one), C(C)(=O)O (acetic acid), C(#N)[BH3-].[Na+] (sodium cyanoborohydride). Solvent: CO (methanol). Run at time 8 hour. Yields the product FC1=CC=C(C=C1)NC1CCOCC1 ((4-fluoro-phenyl)-(tetrahydro-pyran-4-yl)-amine). Yield: 739.9%. As a reaction SMILES: [F:1][C:2]1[CH:8]=[CH:7][C:5]([NH2:6])=[CH:4][CH:3]=1.[O:9]1[CH2:14][CH2:13][C:12](=O)[CH2:11][CH2:10]1.C(O)(=O)C.C([BH3-])#N.[Na+].[OH-].[Na+]>CO>[F:1][C:2]1[CH:8]=[CH:7][C:5]([NH:6][CH:12]2[CH2:13][CH2:14][O:9][CH2:10][CH2:11]2)=[CH:4][CH:3]=1 |f:3.4,5.6|. Procedure details: A mixture of 4-fluoroaniline (1 g; 0.9 mmol) and tetrahydro-4H-pyran-4-one (0.98 g; 1.1 equiv.) in methanol (20 ml) was treated with acetic acid (0.67 ml; 1.3 equiv.) and sodium cyanoborohydride (0.73 g; 1.3 equiv.) then stirred at room temperature overnight. The reaction was cooled to 0° C., basified with 2M sodium hydroxide solution and the resultant solid collected by filtration, washed with water and dried under vacuum to give 1.3 g of the title compound. 1H NMR (DMSO-d6) 6.80 (2H, t), 6.48 ... The reactants are COC(=O)C(Cc1ccccc1)NC(=O)CN(Cc1ccccc1)C(=O)OC(C)(C)C, CO, O=S(Cl)Cl. Product: O=C1CN(Cc2ccccc2)C(=O)C(Cc2ccccc2)N1. As a reaction SMILES: [CH3:1][O:2][C:3]([CH:4]([NH:5][C:6]([CH2:7][N:8]([CH2:9][c:10]1[cH:11][cH:12][cH:13][cH:14][cH:15]1)[C:16](=[O:17])[O:19][C:20]([CH3:21])([CH3:22])[CH3:31])=[O:23])[CH2:24][c:25]1[cH:26][cH:27][cH:28][cH:29][cH:30]1)=[O:18].[CH3:36][OH:37].[S:32]([Cl:33])([Cl:34])=[O:35]>>[CH:4]1([CH2:24][c:25]2[cH:26][cH:27][cH:28][cH:29][cH:30]2)[NH:5][C:6](=[O:23])[CH2:7][N:8]([CH2:9][c:10]2[cH:11][cH:12][cH:13][cH:14][cH:15]2)[C:16]1=[O:17]. Starting materials: C(C)(C)C1=C(C(=CC=C1)C(C)C)NC(C(Br)C=1N=NN(N1)CCCCCCCCCCCC)=O ((±)-N-(2,6-diisopropylphenyl)-2-(2-dodecyl-2H-tetrazol-5-yl)-2-bromoacetamide), [N-]=[N+]=[N-].[Na+] (sodium azide), [BH4-].[Na+] (Sodium borohydride). Solvent: C(C)(=O)OCC (ethyl acetate), C(C)O (ethanol). Conditions: temperature 24 celsius, time 72 hour. Product: NC(C(=O)NC1=C(C=CC=C1C(C)C)C(C)C)C=1N=NN(N1)CCCCCCCCCCCC ((±)-2-amino-N-(2,6-diisopropylphenyl)-2-(2-dodecyl -2H-tetrazol-5-yl)-acetamide). The yield is 65.9%. RXN SMILES: [CH:1]([C:4]1[CH:9]=[CH:8][CH:7]=[C:6]([CH:10]([CH3:12])[CH3:11])[C:5]=1[NH:13][C:14](=[O:34])[CH:15]([C:17]1[N:18]=[N:19][N:20]([CH2:22][CH2:23][CH2:24][CH2:25][CH2:26][CH2:27][CH2:28][CH2:29][CH2:30][CH2:31][CH2:32][CH3:33])[N:21]=1)Br)([CH3:3])[CH3:2].[N-:35]=[N+]=[N-].[Na+].[BH4-].[Na+]>C(O)C.C(OCC)(=O)C>[NH2:35][CH:15]([C:17]1[N:18]=[N:19][N:20]([CH2:22][CH2:23][CH2:24][CH2:25][CH2:26][CH2:27][CH2:28][CH2:29][CH2:30][CH2:31][CH2:32][CH3:33])[N:21]=1)[C:14]([NH:13][C:5]1[C:4]([CH:1]([CH3:3])[CH3:2])=[CH:9][CH:8]=[CH:7][C:6]=1[CH:10]([CH3:12])[CH3:11])=[O:34] |f:1.2,3.4|. Procedure details: (±)-N-(2,6-diisopropylphenyl)-2-(2-dodecyl -2H-tetrazol-5-yl)-2-bromoacetamide (1 g, 1.87 mmol) from Example 1 (e) was added to a solution containing sodium azide (0.24 g, 3.7 mmol) in ethanol (20 mL). The solution was stirred for 72 hours at 24° C. Sodium borohydride (0.07 g, 1.87 mmol) was added to the reaction mixture in one portion. The suspension was stirred for 12 hours at 24° C., then concentrated in vacuo. The resulting residue was triturated with ethyl acetate, filtered, and the filtrat...